This data is from the Open Reaction Database (ORD), a public repository of structured organic reaction records. The task is: describe an organic reaction: reactants, conditions, products, and yield Reactants: COc1ccc(-c2cc(CCC=O)nn2-c2ccccc2)cc1, Cc1cccc(N2CCNCC2)c1C, CCN(C(C)C)C(C)C. Product: COc1ccc(-c2cc(CCCN3CCN(c4cccc(C)c4C)CC3)nn2-c2ccccc2)cc1. As a reaction SMILES: [CH3:1][O:2][c:3]1[cH:4][cH:5][c:6](-[c:9]2[cH:10][c:11]([CH2:20][CH2:21][CH:22]=[O:23])[n:12][n:13]2-[c:14]2[cH:15][cH:16][cH:17][cH:18][cH:19]2)[cH:7][cH:8]1.[CH3:24][c:25]1[c:26]([N:32]2[CH2:33][CH2:34][NH:35][CH2:36][CH2:37]2)[cH:27][cH:28][cH:29][c:30]1[CH3:31].[CH:38]([N:39]([CH2:40][CH3:41])[CH:42]([CH3:43])[CH3:44])([CH3:45])[CH3:46]>>[CH3:1][O:2][c:3]1[cH:4][cH:5][c:6](-[c:9]2[cH:10][c:11]([CH2:20][CH2:21][CH2:22][N:35]3[CH2:34][CH2:33][N:32]([c:26]4[c:25]([CH3:24])[c:30]([CH3:31])[cH:29][cH:28][cH:27]4)[CH2:37][CH2:36]3)[n:12][n:13]2-[c:14]2[cH:15][cH:16][cH:17][cH:18][cH:19]2)[cH:7][cH:8]1. The reactants are S(=O)(Cl)Cl (thionyl chloride), FC(OC=1C(=C(C(=O)O)C=C(C1F)F)F)F (3-difluoromethoxy-2,4,5-trifluorobenzoic acid), ( XII ). The solvent is C1=CC=CC=C1 (benzene). The product is FC(OC=1C(=C(C(=O)Cl)C=C(C1F)F)F)F (3-difluoromethoxy-2,4,5-trifluorobenzoyl chloride), ( XIII ). Reaction SMILES: S(Cl)([Cl:3])=O.[F:5][CH:6]([F:20])[O:7][C:8]1[C:9]([F:19])=[C:10]([CH:14]=[C:15]([F:18])[C:16]=1[F:17])[C:11](O)=[O:12]>C1C=CC=CC=1>[F:5][CH:6]([F:20])[O:7][C:8]1[C:9]([F:19])=[C:10]([CH:14]=[C:15]([F:18])[C:16]=1[F:17])[C:11]([Cl:3])=[O:12]. Reported procedure: 15 ml of thionyl chloride were added to a solution of 5.22 g (0.0216 moles) of 3-difluoromethoxy-2,4,5-trifluorobenzoic acid [(XII), R1 --OCHF2, R3' =H, X=X'=F] (prepared as described in Preparation 1, 2 or 3) in 300 ml of benzene, and the mixture was heated under reflux for 3 hours. At the end of this time, benzene and excess thionyl chloride were removed by distillation under reduced pressure, to give 3-difluoromethoxy-2,4,5-trifluorobenzoyl chloride [(XIII), R1 =--OCHF2, R3' =H, X=X'=F].